From a dataset of the Open Reaction Database (ORD), a public repository of structured organic reaction records. describe an organic reaction: reactants, conditions, products, and yield Starting materials: Cc1ccc(C(=O)Nc2cccc(N3CCOCC3)c2)cc1NC(=O)c1cccc(OCc2ccccc2)c1, CCOC(C)=O, [H][H]. Product: Cc1ccc(C(=O)Nc2cccc(N3CCOCC3)c2)cc1NC(=O)c1cccc(O)c1. As a reaction SMILES: [CH2:1]([c:2]1[cH:3][cH:4][cH:5][cH:6][cH:7]1)[O:8][c:9]1[cH:10][c:11]([C:12](=[O:13])[NH:14][c:15]2[cH:16][c:17]([C:18](=[O:19])[NH:20][c:21]3[cH:22][c:23]([N:27]4[CH2:28][CH2:29][O:30][CH2:31][CH2:32]4)[cH:24][cH:25][cH:26]3)[cH:33][cH:34][c:35]2[CH3:36])[cH:37][cH:38][cH:39]1.[CH3:42][CH2:43][O:44][C:45](=[O:46])[CH3:47].[H:40][H:41]>>[OH:8][c:9]1[cH:10][c:11]([C:12](=[O:13])[NH:14][c:15]2[cH:16][c:17]([C:18](=[O:19])[NH:20][c:21]3[cH:22][c:23]([N:27]4[CH2:28][CH2:29][O:30][CH2:31][CH2:32]4)[cH:24][cH:25][cH:26]3)[cH:33][cH:34][c:35]2[CH3:36])[cH:37][cH:38][cH:39]1. The product is CN1CCCC1CCN1CCOc2cc(N)ccc21. Reactants: [Al+3], C1CCOC1, [H-], [H-], [H-], [H-], [Li+], CN1CCCC1CCN1C(=O)COc2cc(N)ccc21. As a reaction SMILES: [Al+3:2].[CH2:27]1[O:28][CH2:29][CH2:30][CH2:31]1.[H-:1].[H-:4].[H-:5].[H-:6].[Li+:3].[NH2:7][c:8]1[cH:9][cH:10][c:11]2[c:12]([cH:26]1)[O:13][CH2:14][C:15](=[O:25])[N:16]2[CH2:17][CH2:18][CH:19]1[N:20]([CH3:24])[CH2:21][CH2:22][CH2:23]1>>[NH2:7][c:8]1[cH:9][cH:10][c:11]2[c:12]([cH:26]1)[O:13][CH2:14][CH2:15][N:16]2[CH2:17][CH2:18][CH:19]1[N:20]([CH3:24])[CH2:21][CH2:22][CH2:23]1.